Dataset: the Open Reaction Database (ORD), a public repository of structured organic reaction records. Task: describe an organic reaction: reactants, conditions, products, and yield Isolated yield 21.6%. Procedure details: A mixture of 3-amino-4-(4'-cyanophenyl)aminopyridine (Preparation 26(b)) (2.00 g, 9.5 mmol) and propionic anhydride (12.2 ml, 95 mmol) were heated together under nitrogen at reflux for 17 hours. The resulting solution was treated with excess aqueous sodium bicarbonate and the product was extracted into dichloromethane (3×150 ml). The combined extracts were dried (MgSO4), concentrated under reduced pressure, and the residue was purified by flash chromatography (gradient elution with ethyl acetate... The product is C(#N)C1=CC=C(C=C1)N1C(=NC=2C=NC=CC21)CC (1-(4-Cyanophenyl)-2-ethylimidazo[4,5-c]pyridine). As a reaction SMILES: [NH2:1][C:2]1[CH:3]=[N:4][CH:5]=[CH:6][C:7]=1[NH:8][C:9]1[CH:14]=[CH:13][C:12]([C:15]#[N:16])=[CH:11][CH:10]=1.[C:17](OC(=O)CC)(=O)[CH2:18][CH3:19].C(=O)(O)[O-].[Na+]>>[C:15]([C:12]1[CH:13]=[CH:14][C:9]([N:8]2[C:7]3[CH:6]=[CH:5][N:4]=[CH:3][C:2]=3[N:1]=[C:17]2[CH2:18][CH3:19])=[CH:10][CH:11]=1)#[N:16] |f:2.3|. The reactants are NC=1C=NC=CC1NC1=CC=C(C=C1)C#N (3-amino-4-(4'-cyanophenyl)aminopyridine), C(CC)(=O)OC(CC)=O (propionic anhydride), C([O-])(O)=O.[Na+] (sodium bicarbonate). Starting materials: Cl.N[C@@H](CCSC)C(=O)OC (L-methionine, methyl ester hydrochloride), ON1N=NC2=C(C1=O)C=CC=C2 (3-hydroxy-1,2,3-benzotriazin-4(3H)-one), CN(CCCN=C=NCC)C (1-(3-dimethylaminopropyl)-3-ethylcarbodiimide), CN1CCOCC1 (N-methylmorpholine), COC(C1=C(C=C(C=C1)CCl)C1=CC=CC=C1)=O (4-chloromethyl-2-phenylbenzoic acid methyl ester), CN1CCNCC1 (1-methylpiperazine), C(=O)([O-])[O-].[K+].[K+] (K2CO3). The reagents and catalysts are [N+](CCCC)(CCCC)(CCCC)CCCC.[Br-] (Bu4NBr). Solvent: C(C)(=O)OCC (ethyl acetate), CO.C(C)(=O)OCC (methanol ethyl acetate), CN(C)C=O (DMF). Reaction conditions: time 2 hour. The product is COC([C@@H](NC(C1=C(C=C(C=C1)CN1CCN(CC1)C)C1=CC=CC=C1)=O)CCSC)=O ([4-(4-methylpiperazinylmethyl)-2-phenylbenzoyl]methionine methyl ester). Yield: 35.2%. RXN SMILES: CO[C:3](=[O:18])[C:4]1[CH:9]=[CH:8][C:7]([CH2:10]Cl)=[CH:6][C:5]=1[C:12]1[CH:17]=[CH:16][CH:15]=[CH:14][CH:13]=1.[CH3:19][N:20]1[CH2:25][CH2:24][NH:23][CH2:22][CH2:21]1.C([O-])([O-])=O.[K+].[K+].Cl.[NH2:33][C@H:34]([C:39]([O:41][CH3:42])=[O:40])[CH2:35][CH2:36][S:37][CH3:38].ON1C(=O)C2C=CC=CC=2N=N1.CN(C)CCCN=C=NCC.CN1CCOCC1>[N+](CCCC)(CCCC)(CCCC)CCCC.[Br-].CN(C=O)C.C(OCC)(=O)C.CO.C(OCC)(=O)C>[CH3:42][O:41][C:39](=[O:40])[C@H:34]([CH2:35][CH2:36][S:37][CH3:38])[NH:33][C:3](=[O:18])[C:4]1[CH:9]=[CH:8][C:7]([CH2:10][N:23]2[CH2:24][CH2:25][N:20]([CH3:19])[CH2:21][CH2:22]2)=[CH:6][C:5]=1[C:12]1[CH:13]=[CH:14][CH:15]=[CH:16][CH:17]=1 |f:2.3.4,5.6,10.11,14.15|. Procedure: A solution of 4-chloromethyl-2-phenylbenzoic acid methyl ester (0.521 g, 2.00 mmol), prepared as in Example 286A, 1-methylpiperazine (0.607 g, 6.00 mmol), K2CO3 (0.663 g, 4.80 mmol), KI (0.332 g, 2.00 mmol), and Bu4NBr (0.032 g, 0.10 mmol) in DMF (5 mL) was stirred for 2 hours at ambient temperature and then concentrated under reduced pressure. The residue was treated with a saturated LiOH-methanol (10 mL) and then heated at reflux for 5 hours. The mixture was concentrated and the residue was di... Reactants: [BH4-].[Na+] (Sodium borohydride), ClC=1C=C(C=CC1Cl)N1C=NC(=C1)CN1C(=NC=C1)N (1-[1-(3,4-dichloro-phenyl)-1H-imidazol-4-ylmethyl]-1H-imidazol-2-ylamine), CCOC(=O)C (AcOEt). The solvent is C(OCC)(OCC)OCC (triethyl orthoformate), [Cl-].[Na+].O (brine). Product: Cl.ClC=1C=C(C=CC1Cl)N1C=NC(=C1)CN1C(=NC=C1)NC ({1-[1-(3,4-Dichloro-phenyl)-1H-imidazol-4-ylmethyl]-1H-imidazol-2-yl}-methyl-amine Hydrochloride). RXN SMILES: [Cl:1][C:2]1[CH:3]=[C:4]([N:9]2[CH:13]=[C:12]([CH2:14][N:15]3[CH:19]=[CH:18][N:17]=[C:16]3[NH2:20])[N:11]=[CH:10]2)[CH:5]=[CH:6][C:7]=1[Cl:8].[BH4-].[Na+].[CH3:23]COC(C)=O>C(OCC)(OCC)OCC.[Cl-].[Na+].O>[ClH:1].[Cl:1][C:2]1[CH:3]=[C:4]([N:9]2[CH:13]=[C:12]([CH2:14][N:15]3[CH:19]=[CH:18][N:17]=[C:16]3[NH:20][CH3:23])[N:11]=[CH:10]2)[CH:5]=[CH:6][C:7]=1[Cl:8] |f:1.2,5.6.7,8.9|. Reported procedure: A suspension of 1-[1-(3,4-dichloro-phenyl)-1H-imidazol-4-ylmethyl]-1H-imidazol-2-ylamine (0.7 g, 2.3 mmol) in triethyl orthoformate (10 ml) was stirred under reflux for 2 h. The reaction mixture was evaporated to dryness, dissolved in ethanol (10 ml) and cooled in an ice bath. Sodium borohydride (0.091 g, 2.4 mmol) was added and the mixture was allowed to slowly reach 20° C. After 18 h AcOEt and brine was added and the organic phase was separated, dried (Na2SO4) and concentrated. After chromatog... Reactants: 1-cyclopentyl-6-[(3,4-trans)-4-methyl-1-(pyridin-3-ylmethyl)pyrrolidin-3-yl]-1,5-dihydro-4H-pyrazolo[3,4-d]pyrimidin-4-one, C1(CCCC1)N1N=CC2=C1N=C(NC2=O)[C@@H]2CNC[C@H]2C (1-cyclopentyl-6-[(3S,4S)-4-methylpyrrolidin-3-yl]-1H-pyrazolo[3,4-d]pyrimidin-4(5H)-one), CN1C(=NC2=C1C=CC=C2)C=O (1-methyl-1H-benzo[d]imidazole-2-carbaldehyde). Yields the product C1(CCCC1)N1N=CC2=C1N=C(NC2=O)[C@@H]2CN(C[C@H]2C)CC2=NC1=C(N2C)C=CC=C1 (1-cyclopentyl-6-{(3S,4S)-4-methyl-1-[(1-methyl-1H-benzimidazol-2-yl)methyl]pyrrolidin-3-yl}-1,5-dihydro-4H-pyrazolo[3,4-d]pyrimidin-4-one). RXN SMILES: [CH:1]1([N:6]2[C:10]3[N:11]=[C:12]([C@H:16]4[C@H:20]([CH3:21])[CH2:19][NH:18][CH2:17]4)[NH:13][C:14](=[O:15])[C:9]=3[CH:8]=[N:7]2)[CH2:5][CH2:4][CH2:3][CH2:2]1.[CH3:22][N:23]1[C:27]2[CH:28]=[CH:29][CH:30]=[CH:31][C:26]=2[N:25]=[C:24]1[CH:32]=O>>[CH:1]1([N:6]2[C:10]3[N:11]=[C:12]([C@H:16]4[C@H:20]([CH3:21])[CH2:19][N:18]([CH2:32][C:24]5[N:23]([CH3:22])[C:27]6[CH:28]=[CH:29][CH:30]=[CH:31][C:26]=6[N:25]=5)[CH2:17]4)[NH:13][C:14](=[O:15])[C:9]=3[CH:8]=[N:7]2)[CH2:5][CH2:4][CH2:3][CH2:2]1. Procedure: Following the procedure for the preparation of 1-cyclopentyl-6-[(3,4-trans)-4-methyl-1-(pyridin-3-ylmethyl)pyrrolidin-3-yl]-1,5-dihydro-4H-pyrazolo[3,4-d]pyrimidin-4-one but substituting 1-cyclopentyl-6-[(3S,4S)-4-methylpyrrolidin-3-yl]-1H-pyrazolo[3,4-d]pyrimidin-4(5H)-one and 1-methyl-1H-benzo[d]imidazole-2-carbaldehyde provided the title compound. 400 MHz 1H NMR (CDCl3) δ 7.98 (s, 1H), 7.73 (m, 1H), 7.35 (dd, J=7.1, 1.2 Hz, 1H), 7.29-7.21 (m, 2H), 5.13-5.09 (m, 1H), 4.11-4.06 (m, 2H), 3.97 (s... Starting materials: Cl.C(C1=CN=CC=C1)(=O)Cl (nicotinoyl chloride hydrochloride), C(C1=CC=CC=C1)O[C@H]1C[C@@H](O[C@@H]1CO)N1C(=O)NC(=O)C(=C1)F (3'-O-benzyl-2'-deoxy-5-fluorouridine). The solvent is N1=CC=CC=C1 (pyridine). Reaction conditions: time 3 hour. Yields the product C(C1=CC=CC=C1)O[C@H]1C[C@@H](O[C@@H]1COC(C1=CN=CC=C1)=O)N1C(=O)NC(=O)C(=C1)F (3'-O-benzyl-2'-deoxy-5-fluoro-5'-O-nicotinoyluridine). Isolated yield 69.0%. Reaction SMILES: Cl.[C:2](Cl)(=[O:9])[C:3]1[CH:8]=[CH:7][CH:6]=[N:5][CH:4]=1.[CH2:11]([O:18][C@@H:19]1[C@@H:23]([CH2:24][OH:25])[O:22][C@@H:21]([N:26]2[CH:33]=[C:32]([F:34])[C:30](=[O:31])[NH:29][C:27]2=[O:28])[CH2:20]1)[C:12]1[CH:17]=[CH:16][CH:15]=[CH:14][CH:13]=1>N1C=CC=CC=1>[CH2:11]([O:18][C@@H:19]1[C@@H:23]([CH2:24][O:25][C:2](=[O:9])[C:3]2[CH:8]=[CH:7][CH:6]=[N:5][CH:4]=2)[O:22][C@@H:21]([N:26]2[CH:33]=[C:32]([F:34])[C:30](=[O:31])[NH:29][C:27]2=[O:28])[CH2:20]1)[C:12]1[CH:13]=[CH:14][CH:15]=[CH:16][CH:17]=1 |f:0.1|. Procedure details: A 0.21 g quantity of nicotinoyl chloride hydrochloride was added to a solution of 0.20 g of 3'-O-benzyl-2'-deoxy-5-fluorouridine in 10 ml of pyridine, and the mixture was left to stand at 80° C. for 3 hours. The solvent was distilled off and the residue was dissolved in 30 ml of ethyl acetate. The solution was washed twice with 20 ml of water. The ethyl acetate layer was dried over anhydrous sodium sulfate and concentrated. The concentrate was placed on a silica gel column and eluted with chloro... The reactants are OC1=C(C=C(C=C1)C1=CC(=CC=C1)C(C)=O)I (1-(4′-hydroxy-3′-iodo-1,1′-biphenyl-3-yl)ethanone), C(CC#C)N1[C@@H](CCC1)C ((R)-1-but-3-ynyl-2-methylpyrrolidine), C1(=CC=CC=C1C1=CC=CC=C1)P(C1CCCCC1)C1CCCCC1 (biphen-2-yl-dicyclohexylphosphine), C(C)(C)NC(C)C (diisopropylamine). Reagents/catalysts: C(C)(=O)[O-].[Pd+2].C(C)(=O)[O-] (palladium (II) acetate), [Cu]I (copper(I) iodide). Solvent: CC#N (MeCN), CN(C=O)C (N,N-dimethylformamide). Reaction conditions: temperature 45 celsius. Product: C[C@H]1N(CCC1)CCC=1OC2=C(C1)C=C(C=C2)C=2C=C(C=CC2)C(C)=O (1-[3-(2-{2-[(2R)-2-methyl-1-pyrrolidinyl]ethyl}-1-benzofuran-5-yl)phenyl]ethanone). Isolated yield 30.0%. As a reaction SMILES: [OH:1][C:2]1[CH:7]=[CH:6][C:5]([C:8]2[CH:13]=[CH:12][CH:11]=[C:10]([C:14](=[O:16])[CH3:15])[CH:9]=2)=[CH:4][C:3]=1I.C1(P(C2CCCCC2)C2CCCCC2)C(C2C=CC=CC=2)=CC=CC=1.C(NC(C)C)(C)C.[CH2:50]([N:54]1[CH2:58][CH2:57][CH2:56][C@H:55]1[CH3:59])[CH2:51][C:52]#[CH:53]>C([O-])(=O)C.[Pd+2].C([O-])(=O)C.[Cu]I.CN(C)C=O.CC#N>[CH3:59][C@@H:55]1[CH2:56][CH2:57][CH2:58][N:54]1[CH2:50][CH2:51][C:52]1[O:1][C:2]2[CH:7]=[CH:6][C:5]([C:8]3[CH:9]=[C:10]([C:14](=[O:16])[CH3:15])[CH:11]=[CH:12][CH:13]=3)=[CH:4][C:3]=2[CH:53]=1 |f:4.5.6|. Procedure details: The product from Example 136B (1.15 g, 3.40 mmol), palladium (II) acetate (38 mg, 0.17 mmol), biphen-2-yl-dicyclohexylphosphine (119 mg, 0.34 mmol), diisopropylamine (4.8 mL, 34 mmol), and copper(I) iodide (76 mg, 0.40 mmol) were suspended in a 0.09 M MeCN solution of (R)-1-but-3-ynyl-2-methylpyrrolidine (45 mL, 4.0 mmol). N,N-dimethylformamide (10 mL) was added, and the mixture was heated at 45° C. overnight, cooled to room temperature, partitioned between CH2Cl2 (100 mL) and 5% aqueous ammonia... Reactants: C[O-].[Na+] (sodium methylate), ClC=1C=NC2=C(C(=CC=C2C1)Cl)C=O (3,7-dichloro-8-formylquinoline), C(C)OC(=O)C[P+](C1=CC=CC=C1)(C1=CC=CC=C1)C1=CC=CC=C1 (ethoxycarbonylmethyl-triphenyl-phosphonium). Run in CO (methanol), C(C)O (ethanol). Conditions: time 3 hour. Product: ClC=1C=NC2=C(C(=CC=C2C1)Cl)C(C=COCC)=O (3,7-Dichloro-8-ethoxyacryloylquinoline). As a reaction SMILES: C[O-].[Na+].[Cl:4][C:5]1[CH:6]=[N:7][C:8]2[C:13]([CH:14]=1)=[CH:12][CH:11]=[C:10]([Cl:15])[C:9]=2[CH:16]=[O:17].[CH2:18]([O:20][C:21]([CH2:23][P+](C1C=CC=CC=1)(C1C=CC=CC=1)C1C=CC=CC=1)=O)[CH3:19]>CO.C(O)C>[Cl:4][C:5]1[CH:6]=[N:7][C:8]2[C:13]([CH:14]=1)=[CH:12][CH:11]=[C:10]([Cl:15])[C:9]=2[C:16](=[O:17])[CH:19]=[CH:18][O:20][CH2:21][CH3:23] |f:0.1|. Procedure: 36 ml of a 15% strength solution of sodium methylate in methanol were added dropwise, at 20° C., to a suspension of 22.6 g of 3,7-dichloro-8-formylquinoline and 38.4 g of ethoxycarbonylmethyl-triphenyl-phosphonium chloide in 200 ml of ethanol. The mixture was stirred for 3 hours, after which the precipitate was filtered off under suction, washed with water and dried.